Dataset: the Open Reaction Database (ORD), a public repository of structured organic reaction records. Task: describe an organic reaction: reactants, conditions, products, and yield Starting materials: COC(=O)COc1cc2c(c3c1c(C(=O)C(N)=O)c(C)n3Cc1ccc(F)cc1)CCC2, CO, [Li+], C1CCOC1, [OH-]. The product is Cc1c(C(=O)C(N)=O)c2c(OCC(=O)O)cc3c(c2n1Cc1ccc(F)cc1)CCC3. Reaction SMILES: [CH3:1][O:2][C:3]([CH2:4][O:5][c:6]1[c:7]2[c:8]([C:27]([C:28](=[O:29])[NH2:30])=[O:31])[c:9]([CH3:26])[n:10]([CH2:18][c:19]3[cH:20][cH:21][c:22]([F:25])[cH:23][cH:24]3)[c:11]2[c:12]2[c:13]([cH:14]1)[CH2:15][CH2:16][CH2:17]2)=[O:32].[CH3:40][OH:41].[Li+:33].[O:35]1[CH2:36][CH2:37][CH2:38][CH2:39]1.[OH-:34]>>[O:2]=[C:3]([CH2:4][O:5][c:6]1[c:7]2[c:8]([C:27]([C:28](=[O:29])[NH2:30])=[O:31])[c:9]([CH3:26])[n:10]([CH2:18][c:19]3[cH:20][cH:21][c:22]([F:25])[cH:23][cH:24]3)[c:11]2[c:12]2[c:13]([cH:14]1)[CH2:15][CH2:16][CH2:17]2)[OH:32]. Starting materials: C(C)(C)(C)OC(=O)N[C@@H](CC1=CC=CC=C1)C(=O)OC(CC(=O)OCC1=CC=CC=C1)CCCCCCCCCCCC(C)C (benzyl 3-(N-tertiarybutoxycarbonyl-L-phenylalanyl)oxy-15-methylhexadecanoate), O (water). Reagents/catalysts: [Pd] (palladium). Solvent: CO (methanol). Run at time 1 hour. The product is C(C)(C)(C)OC(=O)N[C@@H](CC1=CC=CC=C1)C(=O)OC(CC(=O)O)CCCCCCCCCCCC(C)C (3-(N-tertiarybutoxycarbonyl-L-phenylalanyl)oxy-15-methylhexadecanoic acid). Yield: 94.7%. Reaction SMILES: [C:1]([O:5][C:6]([NH:8][C@H:9]([C:17]([O:19][CH:20]([CH2:32][CH2:33][CH2:34][CH2:35][CH2:36][CH2:37][CH2:38][CH2:39][CH2:40][CH2:41][CH2:42][CH:43]([CH3:45])[CH3:44])[CH2:21][C:22]([O:24]CC1C=CC=CC=1)=[O:23])=[O:18])[CH2:10][C:11]1[CH:16]=[CH:15][CH:14]=[CH:13][CH:12]=1)=[O:7])([CH3:4])([CH3:3])[CH3:2].O>CO.[Pd]>[C:1]([O:5][C:6]([NH:8][C@H:9]([C:17]([O:19][CH:20]([CH2:32][CH2:33][CH2:34][CH2:35][CH2:36][CH2:37][CH2:38][CH2:39][CH2:40][CH2:41][CH2:42][CH:43]([CH3:45])[CH3:44])[CH2:21][C:22]([OH:24])=[O:23])=[O:18])[CH2:10][C:11]1[CH:16]=[CH:15][CH:14]=[CH:13][CH:12]=1)=[O:7])([CH3:4])([CH3:3])[CH3:2]. Procedure details: To a solution of benzyl 3-(N-tertiarybutoxycarbonyl-L-phenylalanyl)oxy-15-methylhexadecanoate (2.85 g) in methanol (50 ml) was added 10% palladium on active carbon (0.5 g) and water (5 ml). The mixture was stirred at room temperature under hydrogen atmosphere for 1 hour. The catalyst was filtered off and the solvent was removed under reduced pressure to give 3-(N-tertiarybutoxycarbonyl-L-phenylalanyl)oxy-15-methylhexadecanoic acid as an oil (2.31 g). Reactants: Cl (HCl), Pd--C, C(O)([O-])=O.[Na+] (sodium hydrogencarbonate), O=C1C2C3C=CC(C2C(N1OC(C1=CC=C(C=C1)NC(=N)N)=O)=O)C3 (4-guanidinobenzoic acid 3,5-dioxo-4-azatricyclo[5,2,1,0 2,6]deca-8-en-4-ylester), NCCC[C@H]1C(N(CCN1C([C@H](CC1=CC=C(C=C1)OC)NC(=O)OCC1=CC=CC=C1)=O)CC(=O)O)=O ((S,S)-3-(3-aminopropyl)-4-[2-benzyloxycarbonylamino-3-(4-methoxyphenyl)propionyl]-2-oxopiperazine-1-acetic acid). Run in O1CCOCC1 (dioxane), O (water), [H][H] (hydrogen), CO (methanol). Reaction conditions: time 1 hour. The product is Cl.N(C(=N)N)C1=CC=C(C(=O)N[C@H](C(=O)N2[C@H](C(N(CC2)CC(=O)O)=O)CCCNC(C2=CC=C(C=C2)NC(=N)N)=O)CC2=CC=C(C=C2)OC)C=C1 ((S,S)-4-[2-(4-guanidinobenzoyl)amino-3-(4-methoxyphenyl)propionyl]-3-[3-(4-guanidinobenzoyl)aminopropyl]-2-oxopiperazine-1-acetic acid hydrochloride). RXN SMILES: [NH2:1][CH2:2][CH2:3][CH2:4][C@@H:5]1[N:10]([C:11](=[O:33])[C@@H:12]([NH:22][C:23](OCC2C=CC=CC=2)=[O:24])[CH2:13][C:14]2[CH:19]=[CH:18][C:17]([O:20][CH3:21])=[CH:16][CH:15]=2)[CH2:9][CH2:8][N:7]([CH2:34][C:35]([OH:37])=[O:36])[C:6]1=[O:38].C(=O)([O-])O.[Na+].O=C1N(O[C:55](=[O:66])[C:56]2[CH:61]=[CH:60][C:59]([NH:62][C:63]([NH2:65])=[NH:64])=[CH:58][CH:57]=2)C(=O)C2C1C1CC2C=C1.[ClH:69]>CO.[H][H].O1CCOCC1.O>[ClH:69].[NH:62]([C:59]1[CH:60]=[CH:61][C:56]([C:23]([NH:22][C@@H:12]([CH2:13][C:14]2[CH:15]=[CH:16][C:17]([O:20][CH3:21])=[CH:18][CH:19]=2)[C:11]([N:10]2[CH2:9][CH2:8][N:7]([CH2:34][C:35]([OH:37])=[O:36])[C:6](=[O:38])[C@@H:5]2[CH2:4][CH2:3][CH2:2][NH:1][C:55](=[O:66])[C:56]2[CH:57]=[CH:58][C:59]([NH:62][C:63]([NH2:65])=[NH:64])=[CH:60][CH:61]=2)=[O:33])=[O:24])=[CH:57][CH:58]=1)[C:63]([NH2:65])=[NH:64] |f:1.2,9.10|. Procedure: In 5 ml of methanol was dissolved 250 mg of (S,S)-3-(3-aminopropyl)-4-[2-benzyloxycarbonylamino-3-(4-methoxyphenyl)propionyl]-2-oxopiperazine-1-acetic acid produced in Reference Example 36. To the solution was added 100 mg of 10% Pd--C, and the mixture was stirred for one hour at room temperature in hydrogen atmosphere. The catalyst was filtered off, and the filtrate was concentrated under reduced pressure to leave an oily substance. The oily substance was dissolved in a mixture of 10 ml of diox... The reactants are CCOC(=O)c1csc(N2CC(C(C)(C)C)C2O[SiH](c2ccccc2)c2ccccc2)n1, C[Al](C)C, CC(=O)O, CCOC(C)=O, C1CCNCC1, c1ccccc1. Product: CC(C)(C)C1CN(c2nc(C(=O)N3CCCCC3)cs2)C1O[SiH](c1ccccc1)c1ccccc1. RXN SMILES: [C:1]([CH3:2])([CH3:3])([CH3:4])[CH:5]1[CH:6]([O:19][SiH:20]([c:21]2[cH:22][cH:23][cH:24][cH:25][cH:26]2)[c:27]2[cH:28][cH:29][cH:30][cH:31][cH:32]2)[N:7]([c:9]2[s:10][cH:11][c:12]([C:14]([O:16][CH2:15][CH3:17])=[O:18])[n:13]2)[CH2:8]1.[CH3:33][Al:34]([CH3:35])[CH3:36].[CH3:43][C:44](=[O:45])[OH:46].[CH3:47][CH2:48][O:49][C:50](=[O:51])[CH3:52].[NH:37]1[CH2:38][CH2:39][CH2:40][CH2:41][CH2:42]1.[cH:53]1[cH:54][cH:55][cH:56][cH:57][cH:58]1>>[C:1]([CH3:2])([CH3:3])([CH3:4])[CH:5]1[CH:6]([O:19][SiH:20]([c:21]2[cH:22][cH:23][cH:24][cH:25][cH:26]2)[c:27]2[cH:28][cH:29][cH:30][cH:31][cH:32]2)[N:7]([c:9]2[s:10][cH:11][c:12]([C:14](=[O:16])[N:37]3[CH2:38][CH2:39][CH2:40][CH2:41][CH2:42]3)[n:13]2)[CH2:8]1. Reactants: C1(CCC1)C1=CC(=C(C(=O)OC)C=C1C1=NN=CN1)C (methyl 4-cyclobutyl-2-methyl-5-(4H-1,2,4-triazol-3-yl)benzoate), C1(CCC1)C1=CC(=C(C(=O)OC)C=C1C1=NN=CN1)C (methyl 4-cyclobutyl-2-methyl-5-(4H-1,2,4-triazol-3-yl)benzoate), CO (methanol), O.[OH-].[Li+] (lithium hydroxide monohydrate), OP(=O)(O)O (H3PO4). Run in O (water), O (water). Conditions: temperature 40 celsius, time 42 hour. Yields the product C1(CCC1)C1=CC(=C(C(=O)O)C=C1C1=NN=CN1)C (4-Cyclobutyl-2-methyl-5-(4H-1,2,4-triazol-3-yl)benzoic acid). Isolated yield 98.8%. RXN SMILES: [CH:1]1([C:5]2[C:14]([C:15]3[NH:19][CH:18]=[N:17][N:16]=3)=[CH:13][C:8]([C:9]([O:11]C)=[O:10])=[C:7]([CH3:20])[CH:6]=2)[CH2:4][CH2:3][CH2:2]1.CO.O.[OH-].[Li+].OP(O)(O)=O>O>[CH:1]1([C:5]2[C:14]([C:15]3[NH:19][CH:18]=[N:17][N:16]=3)=[CH:13][C:8]([C:9]([OH:11])=[O:10])=[C:7]([CH3:20])[CH:6]=2)[CH2:2][CH2:3][CH2:4]1 |f:2.3.4|. Procedure details: To crude methyl 4-cyclobutyl-2-methyl-5-(4H-1,2,4-triazol-3-yl)benzoate (compound 202.2, 0.24 mmol, 1.0 equiv) from the previous step in a 4-mL vial was added methanol (1.5 mL) and water (0.5 mL) and lithium hydroxide monohydrate (20 mg, 0.48 mmol, 2.0 equiv), The resulting mixture was stirred at 40° C. for 42 hours. The reaction mixture was diluted into water (5 mL), acidified to pH 3 with 1M H3PO4 and extracted with DCM (3×5 mL). The organics were dried (Na2SO4), filtered and concentrated in v... Starting materials: CN(C(C)=O)C1=CC=C(C=N1)/C=C/C(=O)OC (methyl (E)-3-[6-(N-methyl-N-acetylamino)pyridin-3-yl]acrylate), [OH-].[Na+] (sodium hydroxide). Run in CO (methanol). Conditions: temperature 50 celsius, time 4 hour. Yields the product CNC1=CC=C(C=N1)/C=C/C(=O)O ((E)-3-[6-(methylamino)pyridin-3-yl]acrylic acid). Isolated yield 86.0%. RXN SMILES: [CH3:1][N:2]([C:6]1[N:11]=[CH:10][C:9](/[CH:12]=[CH:13]/[C:14]([O:16]C)=[O:15])=[CH:8][CH:7]=1)C(=O)C.[OH-].[Na+]>CO>[CH3:1][NH:2][C:6]1[N:11]=[CH:10][C:9](/[CH:12]=[CH:13]/[C:14]([OH:16])=[O:15])=[CH:8][CH:7]=1 |f:1.2|. Procedure: To a solution of methyl (E)-3-[6-(N-methyl-N-acetylamino)pyridin-3-yl]acrylate (110 mg) in methanol (3 ml) was added 1N sodium hydroxide solution (1.1 ml) at ambient temperature and the mixture was stirred at 50° C. for 4 hours. The reaction mixture was evaporated in vacuo and was dissolved in water. The solution was adjusted to pH 6 with 1N hydrochloric acid, and the precipitate was cooled by vacuum filtration to give (E)-3-[6-(methylamino)pyridin-3-yl]acrylic acid (72 mg) as a powder. Reactants: CO, COCCC(NC(=O)C1(NC(=O)OC(C)(C)C)CCN(c2ncnc3[nH]ccc23)CC1)c1ccc(Cl)cc1, ClCCl, Cl. Yields the product COCCC(NC(=O)C1(N)CCN(c2ncnc3[nH]ccc23)CC1)c1ccc(Cl)cc1. Reaction SMILES: [CH3:43][OH:44].[Cl:2][c:3]1[cH:4][cH:5][c:6]([CH:9]([CH2:10][CH2:11][O:12][CH3:13])[NH:14][C:15](=[O:16])[C:17]2([NH:32][C:33](=[O:34])[O:35][C:36]([CH3:37])([CH3:38])[CH3:39])[CH2:18][CH2:19][N:20]([c:23]3[c:24]4[c:25]([n:26][cH:27][n:28]3)[nH:29][cH:30][cH:31]4)[CH2:21][CH2:22]2)[cH:7][cH:8]1.[Cl:40][CH2:41][Cl:42].[ClH:1]>>[Cl:2][c:3]1[cH:4][cH:5][c:6]([CH:9]([CH2:10][CH2:11][O:12][CH3:13])[NH:14][C:15](=[O:16])[C:17]2([NH2:32])[CH2:18][CH2:19][N:20]([c:23]3[c:24]4[c:25]([n:26][cH:27][n:28]3)[nH:29][cH:30][cH:31]4)[CH2:21][CH2:22]2)[cH:7][cH:8]1. Starting materials: [N+](=O)([O-])C1=C(C=CC=C1)S(=O)(=O)NCCN(CC(=O)O)C(CN1C(=O)NC(=O)C(C)=C1)=O (N-[2-(2-nitro-benzenesulfonylamino)-ethyl]-N-[(thymin-1-yl)-acetyl]-glycine), CN1CCOCC1 (N-mehtyl morpholine), O (water). Solvent: C1CCOC1 (THF). Reaction conditions: temperature 0 celsius. Product: [N+](=O)([O-])C1=C(C=CC=C1)S(=O)(=O)N1C(CN(CC1)C(CN1C(=O)NC(=O)C(C)=C1)=O)=O (1-(2-Nitro-benzenesulfonyl)-4-[(thymin-1-yl)-acetyl]-piperazin-2-one). The yield is 97.9%. RXN SMILES: [N+:1]([C:4]1[CH:9]=[CH:8][CH:7]=[CH:6][C:5]=1[S:10]([NH:13][CH2:14][CH2:15][N:16]([C:21](=[O:32])[CH2:22][N:23]1[CH:31]=[C:29]([CH3:30])[C:27](=[O:28])[NH:26][C:24]1=[O:25])[CH2:17][C:18](O)=[O:19])(=[O:12])=[O:11])([O-:3])=[O:2].CN1CCOCC1.O>C1COCC1>[N+:1]([C:4]1[CH:9]=[CH:8][CH:7]=[CH:6][C:5]=1[S:10]([N:13]1[CH2:14][CH2:15][N:16]([C:21](=[O:32])[CH2:22][N:23]2[CH:31]=[C:29]([CH3:30])[C:27](=[O:28])[NH:26][C:24]2=[O:25])[CH2:17][C:18]1=[O:19])(=[O:11])=[O:12])([O-:3])=[O:2]. Procedure details: To a solution of N-[2-(2-nitro-benzenesulfonylamino)-ethyl]-N-[(thymin-1-yl)-acetyl]-glycine (469 mg, 1.0 mmol) and N-mehtyl morpholine (330 μL, 3 mmol) in THF (10 mL) was added isobutylchloroformatre (205 mg, 1.5 mmol) at −20° C. The reaction mixture was allowed to warm to 0° C. for a period of 1 h. Then water (10 mL) was added to the reaction mixture to precipitate solid. The solid was filtered off, washed with water, dried in vacuo to give the tiltled compound (442 mg, 98%). 1H-NMR (500 MHz; ... Starting materials: B, O=C(O)COCCc1ccc(Br)cc1, C1CCOC1, CSC. The product is OCCOCCc1ccc(Br)cc1. As a reaction SMILES: [BH3:18].[Br:1][c:2]1[cH:3][cH:4][c:5]([CH2:8][CH2:9][O:10][CH2:11][C:12](=[O:13])[OH:14])[cH:6][cH:7]1.[CH2:19]1[O:20][CH2:21][CH2:22][CH2:23]1.[CH3:15][S:16][CH3:17]>>[Br:1][c:2]1[cH:3][cH:4][c:5]([CH2:8][CH2:9][O:10][CH2:11][CH2:12][OH:13])[cH:6][cH:7]1. Starting materials: C(C1=CC=CC=C1)N1CCNCC1 (N-benzylpiperazine), ClCC(=O)N1C=2N(C(=C(C1)C)C1=CC(=CC=C1)C(F)(F)F)N=CC2C#N (4-(Chloroacetyl)-4,5-dihydro-6-methyl-7-[3-(trifluoromethyl)phenyl]pyrazolo[1,5-a]pyrimidine-3-carbonitrile). Yields the product Cl.Cl.CC=1CN(C=2N(C1C1=CC(=CC=C1)C(F)(F)F)N=CC2C#N)C(CN2CCN(CC2)CC2=CC=CC=C2)=O (4,5-Dihydro-6-methyl-4[[4-(phenylmethyl)-1-piperazinyl]acetyl]-7-[3-(trifluoromethyl)phenyl]pyrazolo[1,5-a]pyrimidine-3-carbonitrile, dihydrochloride). As a reaction SMILES: [CH2:1]([N:8]1[CH2:13][CH2:12][NH:11][CH2:10][CH2:9]1)[C:2]1[CH:7]=[CH:6][CH:5]=[CH:4][CH:3]=1.[Cl:14][CH2:15][C:16]([N:18]1[CH2:23][C:22]([CH3:24])=[C:21]([C:25]2[CH:30]=[CH:29][CH:28]=[C:27]([C:31]([F:34])([F:33])[F:32])[CH:26]=2)[N:20]2[N:35]=[CH:36][C:37]([C:38]#[N:39])=[C:19]12)=[O:17]>>[ClH:14].[ClH:14].[CH3:24][C:22]1[CH2:23][N:18]([C:16](=[O:17])[CH2:15][N:11]2[CH2:12][CH2:13][N:8]([CH2:1][C:2]3[CH:3]=[CH:4][CH:5]=[CH:6][CH:7]=3)[CH2:9][CH2:10]2)[C:19]2[N:20]([N:35]=[CH:36][C:37]=2[C:38]#[N:39])[C:21]=1[C:25]1[CH:30]=[CH:29][CH:28]=[C:27]([C:31]([F:32])([F:33])[F:34])[CH:26]=1 |f:2.3.4|. Procedure details: The above compound was prepared by the reaction of N-benzylpiperazine with the compound of Example 10 by the methods of Example 16 then 77, mp 204°-206° C.